Task: describe an organic reaction: reactants, conditions, products, and yield. Dataset: the Open Reaction Database (ORD), a public repository of structured organic reaction records Reactants: CC(=O)O, C1CC2CC1C1C3CCC(C3)C21, O, O=C1c2ccccc2C(=O)N1O, OC12C3CCC(C3)C1C1CCC2C1. The product is OC12C3CCC(C3)C1(O)C1CCC2C1. Reaction SMILES: [CH3:39][C:40](=[O:41])[OH:42].[CH:1]12[CH:2]3[CH2:3][CH:4]([CH2:5][CH2:6]3)[CH:7]1[CH:8]1[CH2:9][CH:10]2[CH2:11][CH2:12]1.[O:25].[OH:13][N:14]1[C:15](=[O:16])[c:17]2[cH:18][cH:19][cH:20][cH:21][c:22]2[C:23]1=[O:24].[OH:26][C:27]12[CH:28]3[CH2:29][CH2:30][CH:31]([CH:32]1[CH:33]1[CH2:34][CH2:35][CH:36]2[CH2:37]1)[CH2:38]3>>[OH:13][C:32]12[C:27]([OH:26])([CH:28]3[CH2:29][CH2:30][CH:31]1[CH2:38]3)[CH:36]1[CH2:35][CH2:34][CH:33]2[CH2:37]1. Starting materials: C1CCOC1, CC(C)=NN(C)C, CC(=O)O, CC(C=O)Oc1ccc(Oc2ncc(C(F)(F)F)cc2Cl)cc1. Product: CC(CC(O)C(C)Oc1ccc(Oc2ncc(C(F)(F)F)cc2Cl)cc1)=NN(C)C. RXN SMILES: [CH2:35]1[O:36][CH2:37][CH2:38][CH2:39]1.[CH3:1][N:2]([N:3]=[C:4]([CH3:5])[CH3:6])[CH3:7].[CH3:31][C:32](=[O:33])[OH:34].[Cl:8][c:9]1[c:10]([O:19][c:20]2[cH:21][cH:22][c:23]([O:24][CH:25]([CH:26]=[O:27])[CH3:28])[cH:29][cH:30]2)[n:11][cH:12][c:13]([C:15]([F:16])([F:17])[F:18])[cH:14]1>>[CH3:1][N:2]([N:3]=[C:4]([CH3:5])[CH2:6][CH:26]([CH:25]([O:24][c:23]1[cH:22][cH:21][c:20]([O:19][c:10]2[c:9]([Cl:8])[cH:14][c:13]([C:15]([F:16])([F:17])[F:18])[cH:12][n:11]2)[cH:30][cH:29]1)[CH3:28])[OH:27])[CH3:7]. The reactants are CC(C)(C)OC(=O)N1CCC(=O)CC1, C1CCNC1, CCO, Clc1ccc2[nH]ccc2c1. The product is CC(C)(C)OC(=O)N1CC=C(c2c[nH]c3ccc(Cl)cc23)CC1. RXN SMILES: [C:11]([CH3:12])([CH3:13])([CH3:14])[O:15][C:16](=[O:17])[N:18]1[CH2:19][CH2:20][C:21](=[O:24])[CH2:22][CH2:23]1.[CH2:25]1[CH2:26][NH:27][CH2:28][CH2:29]1.[CH3:30][CH2:31][OH:32].[Cl:1][c:2]1[cH:3][c:4]2[cH:5][cH:6][nH:7][c:8]2[cH:9][cH:10]1>>[Cl:1][c:2]1[cH:3][c:4]2[c:5]([C:21]3=[CH:20][CH2:19][N:18]([C:16]([O:15][C:11]([CH3:12])([CH3:13])[CH3:14])=[O:17])[CH2:23][CH2:22]3)[cH:6][nH:7][c:8]2[cH:9][cH:10]1. Procedure: At −78° C., 1.87 ml (1.87 mmol) of bis(trimethylsilyl)lithium amide (1M in THF) were added dropwise to a solution of 500 mg (1.33 mmol) of tert-butyl [4-(5-chloro-2-cyanophenyl)-5-methoxy-2-oxopyridin-1(2H)-yl]acetate in 10 ml of THF, and the mixture was stirred for another 10 min 488 mg (5.80 mmol) of 1-methylcyclopropanecarbaldehyde were then added, and after a further 10 min the mixture was warmed to −20° C. After 3 h at −20° C., the reaction was terminated by addition of 30 ml of saturated a... Reaction SMILES: [Cl:1][C:2]1[CH:3]=[CH:4][C:5]([C:25]#[N:26])=[C:6]([C:8]2[C:13]([O:14][CH3:15])=[CH:12][N:11]([CH2:16][C:17]([O:19][C:20]([CH3:23])([CH3:22])[CH3:21])=[O:18])[C:10](=[O:24])[CH:9]=2)[CH:7]=1.[CH3:27][C:28]1([CH:31]=O)[CH2:30][CH2:29]1>C1COCC1>[Cl:1][C:2]1[CH:3]=[CH:4][C:5]([C:25]#[N:26])=[C:6]([C:8]2[C:13]([O:14][CH3:15])=[CH:12][N:11]([C:16](=[CH:27][C:28]3([CH3:31])[CH2:30][CH2:29]3)[C:17]([O:19][C:20]([CH3:21])([CH3:22])[CH3:23])=[O:18])[C:10](=[O:24])[CH:9]=2)[CH:7]=1. Yields the product ClC=1C=CC(=C(C1)C1=CC(N(C=C1OC)C(C(=O)OC(C)(C)C)=CC1(CC1)C)=O)C#N (tert-Butyl 2-[4-(5-chloro-2-cyanophenyl)-5-methoxy-2-oxopyridin-1(2H)-yl]-3-(1-methylcyclopropyl)prop-2-enoate). Run at temperature -20 celsius, time 3 hour. Solvent: C1CCOC1 (THF). Reactants: bis(trimethylsilyl)lithium amide, ClC=1C=CC(=C(C1)C1=CC(N(C=C1OC)CC(=O)OC(C)(C)C)=O)C#N (tert-butyl [4-(5-chloro-2-cyanophenyl)-5-methoxy-2-oxopyridin-1(2H)-yl]acetate), CC1(CC1)C=O (1-methylcyclopropanecarbaldehyde). Starting materials: FC1(C2(C(C3(C(C(C(C1(C3(F)F)O)(F)F)(C2(F)F)O)(F)F)F)(F)F)O)F (perfluoro(1,3,5-trihydroxyadamantane)), OC12CC3(CC(CC(C1)(C3)O)(C2)O)O (1,3,5,7-tetrahydroxyadamantane). Product: OC12C(C3(C(C(C(C(C1(F)F)(C3(F)F)O)(F)F)(C2(F)F)O)(F)F)O)(F)F (1,3,5,7-tetrahydroxy(perfluoroadamantane)). Reaction SMILES: [F:1][C:2]1([F:26])[C:9]2([OH:13])[C:10]([F:12])([F:11])[C:5]3(F)[C:6]([F:21])([F:20])[C:7]([OH:19])([C:16]([F:18])([F:17])[C:3]1([OH:25])[C:4]3([F:24])[F:23])[C:8]2([F:15])[F:14].[OH:27]C12CC3(O)CC(O)(CC(O)(C3)C1)C2>>[OH:25][C:3]12[C:16]([F:17])([F:18])[C:7]3([OH:19])[C:6]([F:20])([F:21])[C:5]([OH:27])([C:10]([F:11])([F:12])[C:9]([OH:13])([C:8]3([F:14])[F:15])[C:2]1([F:26])[F:1])[C:4]2([F:23])[F:24]. Procedure details: By changing 1,3,5-trihydroxyadamantane in Example 9 to 1,3,5,7-tetrahydroxyadamantane, reactions are carried out in the same manner as in Examples 9-1 to 9-3 to obtain 1,3,5,7-tetrahydroxy(perfluoroadamantane). The reactants are C1(=CC=CC=C1)C1=C2C=CC(NC2=CC=N1)=O (5-phenyl-1,6-naphthyridin-2(1H)-one), C([O-])([O-])=O.[K+].[K+] (potassium carbonate), CI (methyl iodide). Solvent: CN(C=O)C (dimethylformamide). Run at time 1 hour. The product is CN1C(C=CC2=C(N=CC=C12)C1=CC=CC=C1)=O (1-methyl-5-phenyl-1,6-naphthyridin-2(1H)-one). The yield is 72.8%. As a reaction SMILES: [C:1]1([C:7]2[N:16]=[CH:15][CH:14]=[C:13]3[C:8]=2[CH:9]=[CH:10][C:11](=[O:17])[NH:12]3)[CH:6]=[CH:5][CH:4]=[CH:3][CH:2]=1.[C:18](=O)([O-])[O-].[K+].[K+].CI>CN(C)C=O>[CH3:18][N:12]1[C:13]2[C:8](=[C:7]([C:1]3[CH:6]=[CH:5][CH:4]=[CH:3][CH:2]=3)[N:16]=[CH:15][CH:14]=2)[CH:9]=[CH:10][C:11]1=[O:17] |f:1.2.3|. Procedure details: A mixture containing 22.2 g of 5-phenyl-1,6-naphthyridin-2(1H)-one, 13.18 g of anhydrous potassium carbonate and 300 ml of dimethylformamide was heated with stirring on a steam bath for 1 hour and to this mixture was added 6.9 g of methyl iodide. The resultig mixture was heated with stirring for an additional 6 hours, allowed to cool and the solvent removed by distillation under reduced pressure. To the residue was added 100 ml of 20% acetic acid and the resulting pale yellow solid was collected... Reactants: C[Si](C)(C)CCOCn1cc(-c2ccc3nnc(Sc4ccc5ncccc5c4)n3n2)cn1, CO, ClCCl, NCCN, O=C(O)C(F)(F)F. The product is c1cnc2ccc(Sc3nnc4ccc(-c5cn[nH]c5)nn34)cc2c1. Reaction SMILES: [CH3:1][Si:2]([CH3:3])([CH3:4])[CH2:5][CH2:6][O:32][CH2:33][n:7]1[n:8][cH:9][c:10](-[c:12]2[cH:13][cH:14][c:15]3[n:16]([n:17]2)[c:18]([S:21][c:22]2[cH:23][c:24]4[cH:25][cH:26][cH:27][n:28][c:29]4[cH:30][cH:31]2)[n:19][n:20]3)[cH:11]1.[CH3:48][OH:49].[Cl:45][CH2:46][Cl:47].[NH2:41][CH2:42][CH2:43][NH2:44].[OH:34][C:35]([C:36]([F:37])([F:38])[F:39])=[O:40]>>[nH:7]1[n:8][cH:9][c:10](-[c:12]2[cH:13][cH:14][c:15]3[n:16]([n:17]2)[c:18]([S:21][c:22]2[cH:23][c:24]4[cH:25][cH:26][cH:27][n:28][c:29]4[cH:30][cH:31]2)[n:19][n:20]3)[cH:11]1. The reactants are C[C@@H]1CO[C@]2(C[C@@H]1OC(=O)/C=C/C=3C=CC=CC3)[C@]4(CO4)[C@@H]5CC[C@@H](C[C@@H]5O2)C(=O)O[C@H]6[C@@H]([C@H]([C@@H]([C@H](O6)C)O)OC(=O)C)O[C@H]7[C@@H]([C@H]([C@@H]([C@H](O7)C)O)OC(=O)C)O (phyllanthoside), C[C@@H]1CO[C@]2(C[C@@H]1OC(=O)/C=C/C=3C=CC=CC3)[C@]4(CO4)[C@@H]5CC[C@@H](C[C@@H]5O2)C(=O)O[C@H]6[C@@H]([C@H]([C@@H]([C@H](O6)C)O)OC(=O)C)O[C@H]7[C@@H]([C@H]([C@@H]([C@H](O7)C)O)OC(=O)C)O (phyllanthoside), C[C@H]1COC2(C[C@H]1OC(=O)/C=C/C3=CC=CC=C3)[C@@]4(CO4)[C@@H]5CC[C@H](C[C@@H]5O2)C(=O)OC6C(C(C(C(O6)C)OC7C(C(C(C(O7)C)O)OC(=O)C)O)OC(=O)C)O (phyllanthostatin 1). The product is C[C@@H]1CO[C@]2(C[C@@H]1OC(=O)/C=C/C=3C=CC=CC3)[C@]4(CO4)[C@@H]5CC[C@@H](C[C@@H]5O2)C(=O)O[C@H]6[C@@H]([C@H]([C@@H]([C@H](O6)C)O)OC(=O)C)O[C@H]7[C@@H]([C@H]([C@@H]([C@H](O7)C)O)OC(=O)C)O (phyllanthoside), methyl ester, CC1COC2(CC1OC(=O)/C=C/C3=CC=CC=C3)C4(CO4)C5CCC(CC5O2)C(=O)OC (phyllanthocin). RXN SMILES: [CH3:1][C@@H:2]1[C@H:7]([O:8][C:9](/[CH:11]=[CH:12]/[C:13]2[CH:18]=[CH:17][CH:16]=[CH:15][CH:14]=2)=[O:10])[CH2:6][C:5]2([O:28][C@@H:27]3[C@@H:22]([CH2:23][CH2:24][C@@H:25]([C:29]([O:31][CH:32]4OC(C)C(OC5OC(C)C(O)C(OC(C)=O)C5O)C(OC(C)=O)C4O)=[O:30])[CH2:26]3)[C@:19]32[O:21][CH2:20]3)[O:4][CH2:3]1.[CH3:58][C@H:59]1[C@@H:64]([O:65][C:66](/[CH:68]=[CH:69]/[C:70]2[CH:71]=[CH:72][CH:73]=[CH:74][CH:75]=2)=[O:67])[CH2:63][C@@:62]2([O:85][C@@H:84]3[C@@H:79]([CH2:80][CH2:81][C@H:82]([C:86]([O:88][C@@H:89]4[O:94][C@H:93]([CH3:95])[C@@H:92]([OH:96])[C@H:91]([O:97][C:98]([CH3:100])=[O:99])[C@H:90]4[O:101][C@@H:102]4[O:107][C@H:106]([CH3:108])[C@@H:105]([OH:109])[C@H:104]([O:110][C:111]([CH3:113])=[O:112])[C@H:103]4[OH:114])=[O:87])[CH2:83]3)[C@@:76]32[O:78][CH2:77]3)[O:61][CH2:60]1>>[CH3:58][C@H:59]1[C@@H:64]([O:65][C:66](/[CH:68]=[CH:69]/[C:70]2[CH:71]=[CH:72][CH:73]=[CH:74][CH:75]=2)=[O:67])[CH2:63][C@@:62]2([O:85][C@@H:84]3[C@@H:79]([CH2:80][CH2:81][C@H:82]([C:86]([O:88][C@@H:89]4[O:94][C@H:93]([CH3:95])[C@@H:92]([OH:96])[C@H:91]([O:97][C:98]([CH3:100])=[O:99])[C@H:90]4[O:101][C@@H:102]4[O:107][C@H:106]([CH3:108])[C@@H:105]([OH:109])[C@H:104]([O:110][C:111]([CH3:113])=[O:112])[C@H:103]4[OH:114])=[O:87])[CH2:83]3)[C@@:76]32[O:78][CH2:77]3)[O:61][CH2:60]1.[CH3:1][CH:2]1[CH:7]([O:8][C:9](/[CH:11]=[CH:12]/[C:13]2[CH:18]=[CH:17][CH:16]=[CH:15][CH:14]=2)=[O:10])[CH2:6][C:5]2([O:28][CH:27]3[CH:22]([CH2:23][CH2:24][CH:25]([C:29]([O:31][CH3:32])=[O:30])[CH2:26]3)[C:19]32[O:21][CH2:20]3)[O:4][CH2:3]1. Reported procedure: The complete structures of phyllanthostatin 1 and phyllanthoside were deduced by interpreting the 13C NMR (22.63 MHz, CDCl3), 1H NMR (400 MHz, CDCl3) and EI high resolution and FD mass spectra. Although the structure of phyllanthoside was not previously known, Kupchan and co-workers reported [Kupchan, S. M., supra] structural studies of two degradation products which proved very useful in the present study. Methanolysis of phyllanthoside gave an aglycone methyl ester, phyllanthocin (determined b... The reactants are C(C)OC(=O)C=1N(C2=CC=C(C=C2C1C=CC(=O)OCC)C1=NC=C(C=C1)C(F)(F)F)C1=CC=C(C=C1)OC(C)C (3-(2-Ethoxycarbonylvinyl)-1-(4-isopropoxyphenyl)-5-(5-trifluoromethylpyridin-2-yl)indole-2-carboxylic acid ethyl ester), C1=CCCCC1 (cyclohexene). Reagents/catalysts: [Pd] (Pd—C). Solvent: CCO (EtOH). Run at temperature 135 celsius. Product: C(C)OC(=O)C=1N(C2=CC=C(C=C2C1CCC(=O)OCC)C1=NC=C(C=C1)C(F)(F)F)C1=CC=C(C=C1)OC(C)C (3-(2-Ethoxycarbonylethyl)-1-(4-isopropoxyphenyl)-5-(5-trifluoromethylpyridin-2-yl)indole-2-carboxylic acid ethyl ester). Reaction SMILES: [CH2:1]([O:3][C:4]([C:6]1[N:7]([C:32]2[CH:37]=[CH:36][C:35]([O:38][CH:39]([CH3:41])[CH3:40])=[CH:34][CH:33]=2)[C:8]2[C:13]([C:14]=1[CH:15]=[CH:16][C:17]([O:19][CH2:20][CH3:21])=[O:18])=[CH:12][C:11]([C:22]1[CH:27]=[CH:26][C:25]([C:28]([F:31])([F:30])[F:29])=[CH:24][N:23]=1)=[CH:10][CH:9]=2)=[O:5])[CH3:2].C1CCCCC=1>CCO.[Pd]>[CH2:1]([O:3][C:4]([C:6]1[N:7]([C:32]2[CH:37]=[CH:36][C:35]([O:38][CH:39]([CH3:41])[CH3:40])=[CH:34][CH:33]=2)[C:8]2[C:13]([C:14]=1[CH2:15][CH2:16][C:17]([O:19][CH2:20][CH3:21])=[O:18])=[CH:12][C:11]([C:22]1[CH:27]=[CH:26][C:25]([C:28]([F:30])([F:29])[F:31])=[CH:24][N:23]=1)=[CH:10][CH:9]=2)=[O:5])[CH3:2]. Procedure: A mixture of 3-(2-ethoxycarbonylvinyl)-1-(4-isopropoxyphenyl)-5-(5-trifluoromethylpyridin-2-yl)indole-2-carboxylic acid ethyl ester (150 mg, 0.26 mmol, see step (c) above), Pd—C (10%), cyclohexene (1.2 mL) in absolute EtOH was heated under microwave irradiation at 135° C. for 1 h. The mixture was filtered through Celite® and the solids were washed with EtOAc. The combined filtrates were concentrated to give the sub-title compound. Yield 150 mg (100%).